describe an organic reaction: reactants, conditions, products, and yield From a dataset of the Open Reaction Database (ORD), a public repository of structured organic reaction records. The reactants are CSC.[K] (potassium methylsulfide), ClC=1C=C(C(C(=O)OCC)=CC1)C(=O)OCC (diethyl 4-chlorophthalate), CN(C=O)C (dimethylformamide). The solvent is C(C)OCC (diethyl ether). Product: CSC=1C=C(C(C(=O)OCC)=CC1)C(=O)OCC (diethyl 4-methylmercaptophthalate). As a reaction SMILES: [CH3:1][S:2][CH3:3].[K].ClC1[CH:7]=[C:8]([C:17]([O:19][CH2:20][CH3:21])=[O:18])[C:9](=[CH:15][CH:16]=1)[C:10]([O:12][CH2:13][CH3:14])=[O:11].CN(C)C=O>C(OCC)C>[CH3:1][S:2][C:3]1[CH:7]=[C:8]([C:17]([O:19][CH2:20][CH3:21])=[O:18])[C:9](=[CH:15][CH:16]=1)[C:10]([O:12][CH2:13][CH3:14])=[O:11] |f:0.1,^1:3|. Reported procedure: The mixture of 6.0 g of N-(4-nitro-o-tolyl)-4methylmercaptophthalimide, 3.0 g of Raney nickel and 200 ml of ethyl acetate is hydrogenated at 3.1 atm. and room temperature until the hydrogen uptake ceases. It is diluted with dimethylformamide to solubilize any organic material, filtered and the filtrate evaporated. The residue is recrystallized from chloroform-diethyl ether to yield the N-(4-amino-o-tolyl)-4-methylmercaptophthalimide melting at 173°-177°. The starting material is prepared as foll...